Dataset: the Open Reaction Database (ORD), a public repository of structured organic reaction records. Task: describe an organic reaction: reactants, conditions, products, and yield Reactants: NC1=NC=NC(=C1C#CC1=CC=C(C=C1)C(F)(F)F)C (4-amino-6-methyl-5-{[4-(trifluoromethyl)phenyl]ethynyl}pyrimidine), ClCC1=CC=C(O1)C(=O)OCC (ethyl 5-chloromethyl-2-furancarboxylate), C([O-])([O-])=O.[K+].[K+] (potassium carbonate). The solvent is CN(C=O)C (N,N-dimethylformamide). Reaction conditions: temperature 70 celsius, time 15 hour. Product: CC1=C(C(=NC=N1)NCC1=CC=C(O1)C(=O)OCC)C#CC1=CC=C(C=C1)C(F)(F)F (Ethyl 5-(6-methyl-5-{[4-(trifluoromethyl)phenyl]ethynyl}pyrimidin-4-ylaminomethyl)-2-furancarboxylate). RXN SMILES: [NH2:1][C:2]1[C:7]([C:8]#[C:9][C:10]2[CH:15]=[CH:14][C:13]([C:16]([F:19])([F:18])[F:17])=[CH:12][CH:11]=2)=[C:6]([CH3:20])[N:5]=[CH:4][N:3]=1.Cl[CH2:22][C:23]1[O:27][C:26]([C:28]([O:30][CH2:31][CH3:32])=[O:29])=[CH:25][CH:24]=1.C(=O)([O-])[O-].[K+].[K+]>CN(C)C=O>[CH3:20][C:6]1[N:5]=[CH:4][N:3]=[C:2]([NH:1][CH2:22][C:23]2[O:27][C:26]([C:28]([O:30][CH2:31][CH3:32])=[O:29])=[CH:25][CH:24]=2)[C:7]=1[C:8]#[C:9][C:10]1[CH:11]=[CH:12][C:13]([C:16]([F:19])([F:17])[F:18])=[CH:14][CH:15]=1 |f:2.3.4|. Procedure details: A mixture of 4-amino-6-methyl-5-{[4-(trifluoromethyl)phenyl]ethynyl}pyrimidine (2.8 g), ethyl 5-chloromethyl-2-furancarboxylate (1.8 g), potassium carbonate (2.1 g) and N,N-dimethylformamide (120 ml) was heated while stirring at 70° C. for 15 hours. The mixture thus obtained was concentrated under reduced pressure. To the resultant residue, water was added. After extraction was performed with chloroform, an organic phase was dried over anhydrous sodium sulfate and then evaporated. The evaporated... Reactants: CS(=O)(=O)C1=CC=C(O1)C(CC)=O (1-(5-methanesulfonyl-furan-2-yl)-propan-1-one), CC(C)(C)[S@@](=O)N ((R)-(+)-2-methyl-2-propanesulfinamide). Reagents/catalysts: CC([O-])C.[Ti+4].CC([O-])C.CC([O-])C.CC([O-])C (titanium (IV) isopropoxide). Solvent: C(C)OCC (diethyl ether), O (water), C1CCOC1 (THF). Conditions: time 18 hour. Product: CS(=O)(=O)C1=CC=C(O1)\C(\CC)=N\[S@](=O)C(C)(C)C ((R)-2-methyl-propane-2-sulfinic acid[1-(5-methanesulfonyl-furan-2-yl)-prop-(E)-ylidene]-amide). Reaction SMILES: [CH3:1][S:2]([C:5]1[O:9][C:8]([C:10](=O)[CH2:11][CH3:12])=[CH:7][CH:6]=1)(=[O:4])=[O:3].[CH3:14][C:15]([S@:18]([NH2:20])=[O:19])([CH3:17])[CH3:16]>C1COCC1.C(OCC)C.O.CC(C)[O-].[Ti+4].CC(C)[O-].CC(C)[O-].CC(C)[O-]>[CH3:1][S:2]([C:5]1[O:9][C:8](/[C:10](=[N:20]/[S@@:18]([C:15]([CH3:17])([CH3:16])[CH3:14])=[O:19])/[CH2:11][CH3:12])=[CH:7][CH:6]=1)(=[O:4])=[O:3] |f:5.6.7.8.9|. Procedure: To a solution of 1-(5-methanesulfonyl-furan-2-yl)-propan-1-one (1.1 g, 5.5 mmol) in THF (30 mL) was added (R)-(+)-2-methyl-2-propanesulfinamide (0.750 g, 6.06 mmol) and titanium (IV) isopropoxide (6 mL, 25 mmol) and the mixture was warmed at reflux. After 18 hours, the mixture was cooled to room temperature, and diluted with diethyl ether (100 mL) and water (6 mL). The mixture was stirred for 10 minutes, dried over sodium sulfate, filtered and concentrated. The crude product was purified by sili... Starting materials: 50, Br (hydrobromic acid), C(C)(=O)OC(C)=O (acetic anhydride), Cl.C1(CCCCC1)NC1C(C2=CC=C(C(=C2CC1)OC)OC)=O (2-cyclohexylamino-5,6-dimethoxy-3,4-dihydro-1(2H)-naphthalenone hydrochloride). Product: Br.C1(CCCCC1)NC1C(C2=CC=C(C(=C2CC1)O)O)=O (2-cyclohexylamino-5,6-dihydroxy-3,4-dihydro-1(2H)-naphthalenone hydrobromide). RXN SMILES: [BrH:1].C(OC(=O)C)(=O)C.Cl.[CH:10]1([NH:16][CH:17]2[CH2:26][CH2:25][C:24]3[C:19](=[CH:20][CH:21]=[C:22]([O:29]C)[C:23]=3[O:27]C)[C:18]2=[O:31])[CH2:15][CH2:14][CH2:13][CH2:12][CH2:11]1>>[BrH:1].[CH:10]1([NH:16][CH:17]2[CH2:26][CH2:25][C:24]3[C:19](=[CH:20][CH:21]=[C:22]([OH:29])[C:23]=3[OH:27])[C:18]2=[O:31])[CH2:11][CH2:12][CH2:13][CH2:14][CH2:15]1 |f:2.3,4.5|. Procedure details: In a mixture of 50 volume parts 48 % hydrobromic acid and 15 volume parts acetic anhydride is dissolved 5 parts of 2-cyclohexylamino-5,6-dimethoxy-3,4-dihydro-1(2H)-naphthalenone hydrochloride, and the solution is heated at 140°-160° C for about 3 hours. After cooling, the solvent is removed under reduced pressure and the residue is treated with activated carbon in ethanol. Following the addition of ethyl acetate, the filtrate is allowed to stand, whereby 2-cyclohexylamino-5,6-dihydroxy-3,4-dihy...